This data is from the Open Reaction Database (ORD), a public repository of structured organic reaction records. The task is: describe an organic reaction: reactants, conditions, products, and yield Reactants: CC(=O)Nc1ccc(C23CC2C(=O)NC3=O)cc1, C=CCBr, CN(C)C=O, [H-], [Na+]. Product: C=CCN1C(=O)C2CC2(c2ccc(NC(C)=O)cc2)C1=O. RXN SMILES: [C:1]([CH3:2])(=[O:3])[NH:4][c:5]1[cH:6][cH:7][c:8]([C:11]23[C:12](=[O:18])[NH:13][C:14](=[O:17])[CH:15]2[CH2:16]3)[cH:9][cH:10]1.[CH2:21]([CH:22]=[CH2:23])[Br:24].[CH3:25][N:26]([CH3:27])[CH:28]=[O:29].[H-:19].[Na+:20]>>[C:1]([CH3:2])(=[O:3])[NH:4][c:5]1[cH:6][cH:7][c:8]([C:11]23[C:12](=[O:18])[N:13]([CH2:23][CH:22]=[CH2:21])[C:14](=[O:17])[CH:15]2[CH2:16]3)[cH:9][cH:10]1.